This data is from the Open Reaction Database (ORD), a public repository of structured organic reaction records. The task is: describe an organic reaction: reactants, conditions, products, and yield The reactants are FC(CO)(C1=NC=CC=C1)F (2,2-difluoro-2-pyridin-2-ylethanol), C1(=CC=C(C=C1)S(=O)(=O)Cl)C (4-toluenesulfonyl chloride). Yields the product CC1=CC=C(C=C1)S(=O)(=O)OCC(C1=NC=CC=C1)(F)F (2,2-difluoro-2-pyridin-2-ylethyl 4-methylbenzenesulfonate). RXN SMILES: [F:1][C:2]([F:11])([C:5]1[CH:10]=[CH:9][CH:8]=[CH:7][N:6]=1)[CH2:3][OH:4].[C:12]1([CH3:22])[CH:17]=[CH:16][C:15]([S:18](Cl)(=[O:20])=[O:19])=[CH:14][CH:13]=1>>[CH3:22][C:12]1[CH:17]=[CH:16][C:15]([S:18]([O:4][CH2:3][C:2]([F:1])([F:11])[C:5]2[CH:10]=[CH:9][CH:8]=[CH:7][N:6]=2)(=[O:20])=[O:19])=[CH:14][CH:13]=1. Procedure: reacting 2,2-difluoro-2-pyridin-2-ylethanol with 4-toluenesulfonyl chloride to form 2,2-difluoro-2-pyridin-2-ylethyl 4-methylbenzenesulfonate, which is converted to compound of formula (K2); and The reactants are NCCBr, Br, Cc1c(N)cc([N+](=O)[O-])c(N)c1C, [Ca+2], Cl, O=C([O-])[O-], O. Product: Cc1c(NCCN)cc([N+](=O)[O-])c(N)c1C. As a reaction SMILES: [Br:20][CH2:21][CH2:22][NH2:23].[BrH:19].[CH3:1][c:2]1[c:3]([NH2:13])[c:4]([N+:10](=[O:11])[O-:12])[cH:5][c:6]([NH2:9])[c:7]1[CH3:8].[Ca+2:14].[ClH:24].[O-:15][C:16](=[O:17])[O-:18].[OH2:25]>>[CH3:1][c:2]1[c:3]([NH2:13])[c:4]([N+:10](=[O:11])[O-:12])[cH:5][c:6]([NH:9][CH2:21][CH2:22][NH2:23])[c:7]1[CH3:8]. Reactants: O=[N+]([O-])c1ccc(CBr)cc1OCc1ccccc1, C1CCOC1, C[Si](C)(C)[N-][Si](C)(C)C, [Li+], CCCC(=O)c1ccccc1. Yields the product CCC(Cc1ccc([N+](=O)[O-])c(OCc2ccccc2)c1)C(=O)c1ccccc1. Reaction SMILES: [CH2:22]([c:23]1[cH:24][cH:25][cH:26][cH:27][cH:28]1)[O:29][c:30]1[c:31]([N+:38](=[O:39])[O-:40])[cH:32][cH:33][c:34]([CH2:36][Br:37])[cH:35]1.[CH2:41]1[O:42][CH2:43][CH2:44][CH2:45]1.[CH3:13][Si:14]([N-:15][Si:16]([CH3:17])([CH3:18])[CH3:19])([CH3:20])[CH3:21].[Li+:12].[c:1]1([C:7]([CH2:8][CH2:9][CH3:10])=[O:11])[cH:2][cH:3][cH:4][cH:5][cH:6]1>>[c:1]1([C:7]([CH:8]([CH2:9][CH3:10])[CH2:36][c:34]2[cH:33][cH:32][c:31]([N+:38](=[O:39])[O-:40])[c:30]([O:29][CH2:22][c:23]3[cH:24][cH:25][cH:26][cH:27][cH:28]3)[cH:35]2)=[O:11])[cH:2][cH:3][cH:4][cH:5][cH:6]1.